Dataset: the Open Reaction Database (ORD), a public repository of structured organic reaction records. Task: describe an organic reaction: reactants, conditions, products, and yield The reactants are CC(=O)c1ccc(OCc2ccccc2)c(O)c1, CCN(C(C)C)C(C)C, [Cl-], COCCl, ClCCl, [NH4+]. The product is COCOc1cc(C(C)=O)ccc1OCc1ccccc1. Reaction SMILES: [CH2:1]([c:2]1[cH:3][cH:4][cH:5][cH:6][cH:7]1)[O:8][c:9]1[c:10]([OH:18])[cH:11][c:12]([C:15]([CH3:16])=[O:17])[cH:13][cH:14]1.[CH:19]([N:20]([CH2:21][CH3:22])[CH:23]([CH3:24])[CH3:25])([CH3:26])[CH3:27].[Cl-:32].[Cl:28][CH2:29][O:30][CH3:31].[Cl:34][CH2:35][Cl:36].[NH4+:33]>>[CH2:1]([c:2]1[cH:3][cH:4][cH:5][cH:6][cH:7]1)[O:8][c:9]1[c:10]([O:18][CH2:29][O:30][CH3:31])[cH:11][c:12]([C:15]([CH3:16])=[O:17])[cH:13][cH:14]1.